Dataset: the Open Reaction Database (ORD), a public repository of structured organic reaction records. Task: describe an organic reaction: reactants, conditions, products, and yield Reactants: CCOP(=O)(CC(=O)NC1CCc2ccccc21)OCC, C1CCOC1, COc1cc(C=O)ccc1-n1cnc(C)c1, [Li+], [OH-], O. The product is COc1cc(C=CC(=O)NC2CCc3ccccc32)ccc1-n1cnc(C)c1. As a reaction SMILES: [CH2:20]([O:21][P:22](=[O:23])([O:24][CH2:25][CH3:26])[CH2:28][C:29]([NH:30][CH:31]1[CH2:32][CH2:33][c:34]2[cH:35][cH:36][cH:37][cH:38][c:39]21)=[O:40])[CH3:27].[CH2:41]1[O:42][CH2:43][CH2:44][CH2:45]1.[CH3:4][O:5][c:6]1[cH:7][c:8]([CH:9]=[O:10])[cH:11][cH:12][c:13]1-[n:14]1[cH:15][n:16][c:17]([CH3:19])[cH:18]1.[Li+:3].[OH-:2].[OH2:1]>>[CH3:4][O:5][c:6]1[cH:7][c:8]([CH:9]=[CH:28][C:29]([NH:30][CH:31]2[CH2:32][CH2:33][c:34]3[cH:35][cH:36][cH:37][cH:38][c:39]32)=[O:40])[cH:11][cH:12][c:13]1-[n:14]1[cH:15][n:16][c:17]([CH3:19])[cH:18]1. The reactants are C, Cc1ccccc1, CC(C)(C)[O-], Clc1ccncc1, Cl, [Na+], [Pd], c1ccc2[nH]ccc2c1. Yields the product c1ccc2c(c1)ccn2-c1ccncc1. RXN SMILES: [C:31].[CH3:24][c:25]1[cH:26][cH:27][cH:28][cH:29][cH:30]1.[CH3:9][C:10]([CH3:11])([O-:12])[CH3:13].[Cl:2][c:3]1[cH:4][cH:5][n:6][cH:7][cH:8]1.[ClH:1].[Na+:14].[Pd:32].[nH:15]1[cH:16][cH:17][c:18]2[cH:19][cH:20][cH:21][cH:22][c:23]12>>[c:3]1(-[n:15]2[cH:16][cH:17][c:18]3[cH:19][cH:20][cH:21][cH:22][c:23]23)[cH:4][cH:5][n:6][cH:7][cH:8]1. Reactants: C1(CC1)COC1=C(C=C(C(=C1)F)OC)C=1C2=C(N=CN1)C(=C(N2)C)C(=O)OCC (Ethyl 4-(2-cyclopropylmethoxy-4-fluoro-5-methoxy-phenyl)-6-methyl-5H-pyrrolo[3,2-d]pyrimidine-7-carboxylate), ClCOCC[Si](C)(C)C ((2-chloromethoxy-ethyl)-trimethyl-silane). Product: C1(CC1)COC1=C(C=C(C(=C1)F)OC)C=1C2=C(N=CN1)C(=C(N2COCC[Si](C)(C)C)C)C(=O)OCC (Ethyl 4-[2-(cyclopropylmethoxy)-4-fluoro-5-methoxyphenyl]-6-methyl-5-{[2-(trimethylsilyl)ethoxy]methyl}-5H-pyrrolo[3,2-d]pyrimidine-7-carboxylate). Reaction SMILES: [CH:1]1([CH2:4][O:5][C:6]2[CH:11]=[C:10]([F:12])[C:9]([O:13][CH3:14])=[CH:8][C:7]=2[C:15]2[C:16]3[NH:23][C:22]([CH3:24])=[C:21]([C:25]([O:27][CH2:28][CH3:29])=[O:26])[C:17]=3[N:18]=[CH:19][N:20]=2)[CH2:3][CH2:2]1.Cl[CH2:31][O:32][CH2:33][CH2:34][Si:35]([CH3:38])([CH3:37])[CH3:36]>>[CH:1]1([CH2:4][O:5][C:6]2[CH:11]=[C:10]([F:12])[C:9]([O:13][CH3:14])=[CH:8][C:7]=2[C:15]2[C:16]3[N:23]([CH2:31][O:32][CH2:33][CH2:34][Si:35]([CH3:38])([CH3:37])[CH3:36])[C:22]([CH3:24])=[C:21]([C:25]([O:27][CH2:28][CH3:29])=[O:26])[C:17]=3[N:18]=[CH:19][N:20]=2)[CH2:3][CH2:2]1. Procedure details: Starting from 4-(2-cyclopropylmethoxy-4-fluoro-5-methoxy-phenyl)-6-methyl-5H-pyrrolo[3,2-d]pyrimidine-7-carboxylic acid ethyl ester (example D.a10) and commercially available (2-chloromethoxy-ethyl)-trimethyl-silane the title compound is obtained as yellow viscous oil. Yields the product O=C(NCCCCCOCCOCCOCCOCCOCCO)OCc1ccccc1. Reaction SMILES: [C:19](=[O:20])([O:21][CH2:22][c:23]1[cH:24][cH:25][cH:26][cH:27][cH:28]1)[NH:29][CH2:30][CH2:31][CH2:32][CH2:33][CH2:34][Br:35].[H-:18].[Na+:17].[O:36]1[CH2:37][CH2:38][CH2:39][CH2:40]1.[OH:1][CH2:2][CH2:3][O:4][CH2:5][CH2:6][O:7][CH2:8][CH2:9][O:10][CH2:11][CH2:12][O:13][CH2:14][CH2:15][OH:16]>>[OH:1][CH2:2][CH2:3][O:4][CH2:5][CH2:6][O:7][CH2:8][CH2:9][O:10][CH2:11][CH2:12][O:13][CH2:14][CH2:15][O:16][CH2:34][CH2:33][CH2:32][CH2:31][CH2:30][NH:29][C:19](=[O:20])[O:21][CH2:22][c:23]1[cH:24][cH:25][cH:26][cH:27][cH:28]1. Reactants: O=C(NCCCCCBr)OCc1ccccc1, [H-], [Na+], C1CCOC1, OCCOCCOCCOCCOCCO. Reactants: C(=O)(O)CCCCCC=1C(CCC1)=O (2-(5-carboxypentyl)-2-cyclopentenone), C1(=CC=C(C=C1)S(=O)(=O)O)C (p-toluenesulfonic acid). The solvent is C(C)O (ethanol). Product: C(=O)(OCC)CCCCCC=1C(CCC1)=O (2-(5-carbethoxypentyl)-2-cyclopentenone). As a reaction SMILES: [C:1]([CH2:4][CH2:5][CH2:6][CH2:7][CH2:8][C:9]1[C:10](=[O:14])[CH2:11][CH2:12][CH:13]=1)([OH:3])=[O:2].[C:15]1(C)C=CC(S(O)(=O)=O)=C[CH:16]=1>C(O)C>[C:1]([CH2:4][CH2:5][CH2:6][CH2:7][CH2:8][C:9]1[C:10](=[O:14])[CH2:11][CH2:12][CH:13]=1)([O:3][CH2:15][CH3:16])=[O:2]. Procedure: A solution of 1.309 g. (0.00668 mole) of 2-(5-carboxypentyl)-2-cyclopentenone (Example 52) and 90 mg. of p-toluenesulfonic acid in 150 ml. of ethanol is refluxed for 18 hours. The solvent is evaporated and the residue is dissolved in ether. The organic phase is washed with water, sodium bicarbonate solution, and saturated saline solution, dried (MgSO4), and evaporated to give 1.371 g. of a light yellow oil.